Dataset: the Open Reaction Database (ORD), a public repository of structured organic reaction records. Task: describe an organic reaction: reactants, conditions, products, and yield Starting materials: [C-]#N.[K+] (Potassium cyanide), ClCC1=CC=C(C=C1)C1=CC=CC=C1 (4-(chloromethyl)biphenyl). Reagents/catalysts: S(=O)(=O)(O)[O-].C(CCC)[N+](CCCC)(CCCC)CCCC (tetrabutyl ammonium hydrogen sulphate). Run in ClCCl (dichloromethane). Conditions: time 36 hour. Product: C(#N)CC1=CC=C(C=C1)C1=CC=CC=C1 (4-(cyanomethyl)biphenyl). Yield: 67.5%. RXN SMILES: [C-:1]#[N:2].[K+].Cl[CH2:5][C:6]1[CH:11]=[CH:10][C:9]([C:12]2[CH:17]=[CH:16][CH:15]=[CH:14][CH:13]=2)=[CH:8][CH:7]=1>S([O-])(O)(=O)=O.C([N+](CCCC)(CCCC)CCCC)CCC.ClCCl>[C:1]([CH2:5][C:6]1[CH:11]=[CH:10][C:9]([C:12]2[CH:17]=[CH:16][CH:15]=[CH:14][CH:13]=2)=[CH:8][CH:7]=1)#[N:2] |f:0.1,3.4|. Reported procedure: Potassium cyanide (2.6g) was added to a stirred, two-phase mixture of 4-(chloromethyl)biphenyl (2.02g) and tetrabutyl ammonium hydrogen sulphate (200 mg) in dichloromethane (50 ml). The reaction mixture was stirred at ambient temperature for 36 hours. The organic layer was separated and washed with water (10 ml), dried (MgS04) and evaporated to give a solid residue which was crystallised from n-hexane to give 4-(cyanomethyl)biphenyl (1.3g) as a solid, m.p. 95° C.; microanalysis, found: C, 86.3; ... Starting materials: CN(C)C=O, [Cl-], Fc1ccc(CBr)cc1, [H-], [NH4+], [Na+], CS(=O)(=O)c1ccc2[nH]c(C3=CCOCC3)cc2c1. Yields the product CS(=O)(=O)c1ccc2c(c1)cc(C1=CCOCC1)n2Cc1ccc(F)cc1. As a reaction SMILES: [CH3:33][N:34]([CH3:35])[CH:36]=[O:37].[Cl-:31].[F:22][c:23]1[cH:24][cH:25][c:26]([CH2:27][Br:28])[cH:29][cH:30]1.[H-:20].[NH4+:32].[Na+:21].[O:1]1[CH2:2][CH:3]=[C:4]([c:7]2[nH:8][c:9]3[cH:10][cH:11][c:12]([S:16](=[O:17])(=[O:18])[CH3:19])[cH:13][c:14]3[cH:15]2)[CH2:5][CH2:6]1>>[O:1]1[CH2:2][CH:3]=[C:4]([c:7]2[n:8]([CH2:27][c:26]3[cH:25][cH:24][c:23]([F:22])[cH:30][cH:29]3)[c:9]3[cH:10][cH:11][c:12]([S:16](=[O:17])(=[O:18])[CH3:19])[cH:13][c:14]3[cH:15]2)[CH2:5][CH2:6]1. Starting materials: O (water), BrBr (bromine), C(C)(C)C1=C(C(=CC=C1)C(C)C)O (2,6-diisopropylphenol). Solvent: C(C)(=O)O (acetic acid), C(C)(=O)O (acetic acid). Conditions: time 6 hour. Yields the product BrC1=CC(=C(C(=C1)C(C)C)O)C(C)C (4-bromo-2,6-diisopropylphenol). Isolated yield 64.9%. RXN SMILES: [Br:1]Br.[CH:3]([C:6]1[CH:11]=[CH:10][CH:9]=[C:8]([CH:12]([CH3:14])[CH3:13])[C:7]=1[OH:15])([CH3:5])[CH3:4].O>C(O)(=O)C>[Br:1][C:10]1[CH:11]=[C:6]([CH:3]([CH3:5])[CH3:4])[C:7]([OH:15])=[C:8]([CH:12]([CH3:14])[CH3:13])[CH:9]=1. Procedure: This is a modification of the procedure of Schuster, Ingeborg I.; Parvez, Masood; Freyer, Alan J. J. Org. Chem. 1988, 53, 5819. A solution of bromine (6.3 mL, 119 mmol) in acetic acid (40 mL) was added dropwise to a stirred, room temperature solution of 2,6-diisopropylphenol (20 mL, 97.1 mmol of 90% tech. grade) in acetic acid (280 mL). After 6 h, water was added and the mixture was extracted with ether. The ether phase was dried and concentrated and the residue was flash chromatographed (petrol... The reactants are FC(C(=O)O)(F)F (Trifluoroacetic acid), C1(CCCCC1)C/C=C/C1=CC(=C(C(=O)OC(C)(C)C)C=C1)NC1=CC=C(C=C1)F (tert-butyl 4-((E)-3-cyclohexyl-1-propenyl)-2-(4-fluoroanilino)benzoate). Yields the product C1(CCCCC1)C/C=C/C1=CC(=C(C(=O)O)C=C1)NC1=CC=C(C=C1)F (4-((E)-3-cyclohexyl-1-propenyl)-2-(4-fluoroanilino)benzoic acid). Reaction SMILES: FC(F)(F)C(O)=O.[CH:8]1([CH2:14]/[CH:15]=[CH:16]/[C:17]2[CH:29]=[CH:28][C:20]([C:21]([O:23]C(C)(C)C)=[O:22])=[C:19]([NH:30][C:31]3[CH:36]=[CH:35][C:34]([F:37])=[CH:33][CH:32]=3)[CH:18]=2)[CH2:13][CH2:12][CH2:11][CH2:10][CH2:9]1>>[CH:8]1([CH2:14]/[CH:15]=[CH:16]/[C:17]2[CH:29]=[CH:28][C:20]([C:21]([OH:23])=[O:22])=[C:19]([NH:30][C:31]3[CH:36]=[CH:35][C:34]([F:37])=[CH:33][CH:32]=3)[CH:18]=2)[CH2:13][CH2:12][CH2:11][CH2:10][CH2:9]1. Reported procedure: Trifluoroacetic acid 15 mL solution of the obtained tert-butyl 4-((E)-3-cyclohexyl-1-propenyl)-2-(4-fluoroanilino)benzoate was stirred at room temperature for 2 hours. The solvent was removed under reduced pressure, and the obtained residue was refined by reversed-phase silica gel column chromatography [eluent; 70-100% acetonitrile/0.1% trifluoroacetic acid aqueous solution] to give 4-((E)-3-cyclohexyl-1-propenyl)-2-(4-fluoroanilino)benzoic acid 23 mg of pale yellow solid. Starting materials: C(CC)[C@@H]1CC[C@H](CC1)/C=C/CCC1CCC(CC1)O ((E)-4-(4-(trans-4-Propylcyclohexyl)but-3-en-1-yl)cyclohexanol), CC(=O)OI1(C=2C=CC=CC2C(=O)O1)(OC(=O)C)OC(=O)C (Dess-Martin periodinane). Solvent: C(Cl)Cl (methylene chloride). Conditions: temperature 0 celsius, time 1 hour. Product: C(CC)[C@@H]1CC[C@H](CC1)/C=C/CCC1CCC(CC1)=O ((E)-4-(4-(trans-4-propylcyclohexyl)but-3-en-1-yl)cyclohexanone). Yield: 98.6%. As a reaction SMILES: [CH2:1]([C@H:4]1[CH2:9][CH2:8][C@H:7](/[CH:10]=[CH:11]/[CH2:12][CH2:13][CH:14]2[CH2:19][CH2:18][CH:17]([OH:20])[CH2:16][CH2:15]2)[CH2:6][CH2:5]1)[CH2:2][CH3:3].CC(OI1(OC(C)=O)(OC(C)=O)OC(=O)C2C=CC=CC1=2)=O>C(Cl)Cl>[CH2:1]([C@H:4]1[CH2:5][CH2:6][C@H:7](/[CH:10]=[CH:11]/[CH2:12][CH2:13][CH:14]2[CH2:15][CH2:16][C:17](=[O:20])[CH2:18][CH2:19]2)[CH2:8][CH2:9]1)[CH2:2][CH3:3]. Procedure details: (E)-4-(4-(trans-4-Propylcyclohexyl)but-3-en-1-yl)cyclohexanol (s44) (4.7 g) and methylene chloride (100 ml) were placed in a reaction vessel under an atmosphere of nitrogen, and cooled to 0° C. Dess-Martin periodinane (DMP; 9.3 g) was added in the temperature range of 0° C. to 5° C. After 1 hour of stirring at 0° C., the reaction mixture was allowed to come to room temperature, and the stirring was continued for another 8 hours. Celite was added to the reaction mixture, and unnecessary materials...